This data is from the Open Reaction Database (ORD), a public repository of structured organic reaction records. The task is: describe an organic reaction: reactants, conditions, products, and yield Reactants: CCSC(C)=S, NCC1CN(c2ccc(S(=O)CCF)c(F)c2)C(=O)O1, CN(C)C=O. Reaction SMILES: [C:21]([CH3:22])(=[S:23])[S:24][CH2:25][CH3:26].[NH2:1][CH2:2][CH:3]1[CH2:4][N:5]([c:9]2[cH:10][c:11]([F:20])[c:12]([S:15](=[O:16])[CH2:17][CH2:18][F:19])[cH:13][cH:14]2)[C:6](=[O:8])[O:7]1.[O:27]=[CH:28][N:29]([CH3:30])[CH3:31]>>[NH:1]([CH2:2][CH:3]1[CH2:4][N:5]([c:9]2[cH:10][c:11]([F:20])[c:12]([S:15](=[O:16])[CH2:17][CH2:18][F:19])[cH:13][cH:14]2)[C:6](=[O:8])[O:7]1)[C:21]([CH3:22])=[S:23]. The product is CC(=S)NCC1CN(c2ccc(S(=O)CCF)c(F)c2)C(=O)O1. Starting materials: CC(C)(C)[O-].[K+] (potassium tert-butylate), Cl.NO (hydroxylamine hydrochloride), CC1(OCC(O1)COC1=C(C=C(C#N)C=C1C)C)C (rac-4-(2,2-dimethyl-[1,3]dioxolan-4-ylmethoxy)-3,5-dimethyl-benzonitrile). Run in CO (MeOH), CO (MeOH). Yields the product CC1(OCC(O1)COC1=C(C=C(C(=N)NO)C=C1C)C)C (rac-4-(2,2-dimethyl-[1,3]dioxolan-4-ylmethoxy)-N-hydroxy-3,5-dimethyl-benzamidine). Yield: 59.7%. RXN SMILES: CC([O-])(C)C.[K+].Cl.[NH2:8][OH:9].[CH3:10][C:11]1([CH3:28])[O:15][CH:14]([CH2:16][O:17][C:18]2[C:25]([CH3:26])=[CH:24][C:21]([C:22]#[N:23])=[CH:20][C:19]=2[CH3:27])[CH2:13][O:12]1>CO>[CH3:10][C:11]1([CH3:28])[O:15][CH:14]([CH2:16][O:17][C:18]2[C:25]([CH3:26])=[CH:24][C:21]([C:22]([NH:8][OH:9])=[NH:23])=[CH:20][C:19]=2[CH3:27])[CH2:13][O:12]1 |f:0.1,2.3|. Reported procedure: To a solution of potassium tert-butylate (6.18 g, 55.1 mmol) in MeOH (125 mL), hydroxylamine hydrochloride (5.74 g, 82.7 mmol) was added. To this solution, a solution of rac-4-(2,2-dimethyl-[1,3]dioxolan-4-ylmethoxy)-3,5-dimethyl-benzonitrile (7.20 g, 27.6 mmol) in MeOH (40 mL) was added. The mixture was refluxed for 72 h before the solvent was removed in vacuo. The residue was purified by prep. HPLC (XBridge Prep C18, 30×75 mm, 5 μm, 2-95% acetonitrile in water containing 0.5% sat. aq. NH3) to ... Reactants: Brc1nccs1, O=C([O-])[O-], [K+], [K+], CC1(C)OB(c2cc(C(N)=O)c3[nH]cc(C4CCS(=O)(=O)CC4)c3c2)OC1(C)C, C1COCCO1, O. Product: NC(=O)c1cc(-c2nccs2)cc2c(C3CCS(=O)(=O)CC3)c[nH]c12. RXN SMILES: [Br:30][c:31]1[s:32][cH:33][cH:34][n:35]1.[C:36](=[O:37])([O-:38])[O-:39].[K+:40].[K+:41].[O:1]=[S:2]1(=[O:29])[CH2:3][CH2:4][CH:5]([c:8]2[cH:9][nH:10][c:11]3[c:12]([C:26](=[O:27])[NH2:28])[cH:13][c:14]([B:17]4[O:18][C:19]([CH3:20])([CH3:21])[C:22]([CH3:23])([CH3:24])[O:25]4)[cH:15][c:16]23)[CH2:6][CH2:7]1.[O:42]1[CH2:43][CH2:44][O:45][CH2:46][CH2:47]1.[OH2:48]>>[O:1]=[S:2]1(=[O:29])[CH2:3][CH2:4][CH:5]([c:8]2[cH:9][nH:10][c:11]3[c:12]([C:26](=[O:27])[NH2:28])[cH:13][c:14](-[c:31]4[s:32][cH:33][cH:34][n:35]4)[cH:15][c:16]23)[CH2:6][CH2:7]1. The reactants are ClC1=C(C(=O)O)C(=CC=C1)C (2-chloro-6-methylbenzoicacid), CN(C)C=O (DMF), C(C(=O)Cl)(=O)Cl (oxalyl chloride). The solvent is C(Cl)Cl (DCM). Run at time 2 hour. Product: ClC1=C(C(=O)Cl)C(=CC=C1)C (2-chloro-6-methylbenzoyl chloride). As a reaction SMILES: [Cl:1][C:2]1[CH:10]=[CH:9][CH:8]=[C:7]([CH3:11])[C:3]=1[C:4](O)=[O:5].CN(C=O)C.C(Cl)(=O)C([Cl:20])=O>C(Cl)Cl>[Cl:1][C:2]1[CH:10]=[CH:9][CH:8]=[C:7]([CH3:11])[C:3]=1[C:4]([Cl:20])=[O:5]. Procedure: To a solution of 2-chloro-6-methylbenzoicacid (339) (300 g, 1.76 mol, 1.0 eq) and DMF (0.5 mL) in DCM (500 mL) at RT, oxalyl chloride (249 g, 1.92 mol, 1.1 eq) was added slowly (over 5 min) The resulting mixture was stirred at RT for 2 h and then concentrated in vacuo to afford 2-chloro-6-methylbenzoyl chloride (340) which was used directly in the next step. Starting materials: E2, ClC1=C(C=C(OC2=C(C=C(C=C2F)CO)F)C=C1)F ((4-(4-chloro-3-fluorophenoxy)-3,5-difluorophenyl)methanol), ClC1=NC(N2C(N(CCC2)C)=C1)=O (8-chloro-1-methyl-3,4-dihydro-1H-pyrimido[1,6-a]pyrimidin-6(2H)-one). The product is ClC1=C(C=C(OC2=C(C=C(COC3=NC(N4C(N(CCC4)C)=C3)=O)C=C2F)F)C=C1)F (8-((4-(4-chloro-3-fluorophenoxy)-3,5-difluorobenzyl)oxy)-1-methyl-3,4-dihydro-1H-pyrimido[1,6-a]pyrimidin-6(2H)-one). Reaction SMILES: [Cl:1][C:2]1[CH:18]=[CH:17][C:5]([O:6][C:7]2[C:12]([F:13])=[CH:11][C:10]([CH2:14][OH:15])=[CH:9][C:8]=2[F:16])=[CH:4][C:3]=1[F:19].Cl[C:21]1[CH:31]=[C:25]2[N:26]([CH3:30])[CH2:27][CH2:28][CH2:29][N:24]2[C:23](=[O:32])[N:22]=1>>[Cl:1][C:2]1[CH:18]=[CH:17][C:5]([O:6][C:7]2[C:12]([F:13])=[CH:11][C:10]([CH2:14][O:15][C:21]3[CH:31]=[C:25]4[N:26]([CH3:30])[CH2:27][CH2:28][CH2:29][N:24]4[C:23](=[O:32])[N:22]=3)=[CH:9][C:8]=2[F:16])=[CH:4][C:3]=1[F:19]. Reported procedure: The title compound or its salt was prepared by a procedure similar to that described for E2 starting from (4-(4-chloro-3-fluorophenoxy)-3,5-difluorophenyl)methanol and 8-chloro-1-methyl-3,4-dihydro-1H-pyrimido[1,6-a]pyrimidin-6(2H)-one.